Dataset: the Open Reaction Database (ORD), a public repository of structured organic reaction records. Task: describe an organic reaction: reactants, conditions, products, and yield The reactants are crude residue, C(=O)(C(F)(F)F)O (TFA), FC(C1=CC(=C(C=C1F)C1=NC=NC2=CC(=CC=C12)S(=O)(=O)Cl)OC)F (4-(4-(difluoromethyl)-5-fluoro-2-methoxyphenyl)quinazoline-7-sulfonyl chloride), COC1=CC=C(CNC=2N=CSC2)C=C1 (N-(4-methoxybenzyl)thiazol-4-amine), CN1C=NC=C1 (1-methylimidazole). The solvent is CC#N (MeCN). Reaction conditions: time 3 hour. Yields the product FC(C1=CC(=C(C=C1F)C1=NC=NC2=CC(=CC=C12)S(=O)(=O)NC=1N=CSC1)OC)F (4-(4-(difluoromethyl)-5-fluoro-2-methoxyphenyl)-N-(thiazol-4-yl)quinazoline-7-sulfonamide). Yield: 40.5%. Reaction SMILES: [F:1][CH:2]([F:26])[C:3]1[C:8]([F:9])=[CH:7][C:6]([C:10]2[C:19]3[C:14](=[CH:15][C:16]([S:20](Cl)(=[O:22])=[O:21])=[CH:17][CH:18]=3)[N:13]=[CH:12][N:11]=2)=[C:5]([O:24][CH3:25])[CH:4]=1.COC1C=CC(C[NH:34][C:35]2[N:36]=[CH:37][S:38][CH:39]=2)=CC=1.CN1C=CN=C1.C(O)(C(F)(F)F)=O>CC#N>[F:1][CH:2]([F:26])[C:3]1[C:8]([F:9])=[CH:7][C:6]([C:10]2[C:19]3[C:14](=[CH:15][C:16]([S:20]([NH:34][C:35]4[N:36]=[CH:37][S:38][CH:39]=4)(=[O:22])=[O:21])=[CH:17][CH:18]=3)[N:13]=[CH:12][N:11]=2)=[C:5]([O:24][CH3:25])[CH:4]=1. Procedure details: A solution of 4-(4-(difluoromethyl)-5-fluoro-2-methoxyphenyl)quinazoline-7-sulfonyl chloride (0.300 g, 0.745 mmol) and N-(4-methoxybenzyl)thiazol-4-amine (Intermediate PPPPP; 0.492 g, 2.234 mmol) in 6 mL MeCN was placed under argon and was treated with 1-methylimidazole (0.073 ml, 0.745 mmol). After stirring for 3 hours at room temperature, LC/MS showed mostly product, so the reaction mixture was concentrated. The crude residue was dissolved in TFA (2.295 ml, 29.8 mmol) and was heated to 100° C.... Starting materials: COC(=O)COc1ncccc1Oc1cc(-n2c(=O)cc(C(F)(F)F)n(C)c2=O)c(F)cc1Br, CN1CCCC1=O, N#C[Cu]C#N, O. Product: COC(=O)COc1ncccc1Oc1cc(-n2c(=O)cc(C(F)(F)F)n(C)c2=O)c(F)cc1C#N. RXN SMILES: [Br:1][c:2]1[c:3]([O:4][c:5]2[c:6]([O:11][CH2:12][C:13](=[O:14])[O:15][CH3:16])[n:7][cH:8][cH:9][cH:10]2)[cH:17][c:18](-[n:22]2[c:23](=[O:34])[n:24]([CH3:33])[c:25]([C:29]([F:30])([F:31])[F:32])[cH:26][c:27]2=[O:28])[c:19]([F:21])[cH:20]1.[CH3:40][N:41]1[CH2:42][CH2:43][CH2:44][C:45]1=[O:46].[Cu:35]([C:36]#[N:37])[C:38]#[N:39].[OH2:47]>>[c:2]1([C:36]#[N:37])[c:3]([O:4][c:5]2[c:6]([O:11][CH2:12][C:13](=[O:14])[O:15][CH3:16])[n:7][cH:8][cH:9][cH:10]2)[cH:17][c:18](-[n:22]2[c:23](=[O:34])[n:24]([CH3:33])[c:25]([C:29]([F:30])([F:31])[F:32])[cH:26][c:27]2=[O:28])[c:19]([F:21])[cH:20]1. Starting materials: O=C([O-])[O-], CC(C)(C)CCN1C(=O)C(C2=NS(=O)(=O)c3cc(NS(C)(=O)=O)ccc3N2)=C(O)C2CCCCCCC21, CN(C)C=O, CI, [K+], [K+]. Yields the product CN(c1ccc2c(c1)S(=O)(=O)N=C(C1=C(O)C3CCCCCCC3N(CCC(C)(C)C)C1=O)N2)S(C)(=O)=O. As a reaction SMILES: [C:38](=[O:39])([O-:40])[O-:41].[CH3:1][C:2]([CH2:3][CH2:4][N:5]1[CH:6]2[CH:7]([C:8]([OH:29])=[C:9]([C:12]3=[N:13][S:14](=[O:27])(=[O:28])[c:15]4[c:16]([cH:18][cH:19][c:20]([NH:22][S:23](=[O:24])(=[O:25])[CH3:26])[cH:21]4)[NH:17]3)[C:10]1=[O:11])[CH2:30][CH2:31][CH2:32][CH2:33][CH2:34][CH2:35]2)([CH3:36])[CH3:37].[CH3:46][N:47]([CH3:48])[CH:49]=[O:50].[I:44][CH3:45].[K+:42].[K+:43]>>[CH3:1][C:2]([CH2:3][CH2:4][N:5]1[CH:6]2[CH:7]([C:8]([OH:29])=[C:9]([C:12]3=[N:13][S:14](=[O:27])(=[O:28])[c:15]4[c:16]([cH:18][cH:19][c:20]([N:22]([S:23](=[O:24])(=[O:25])[CH3:26])[CH3:38])[cH:21]4)[NH:17]3)[C:10]1=[O:11])[CH2:30][CH2:31][CH2:32][CH2:33][CH2:34][CH2:35]2)([CH3:36])[CH3:37]. Yields the product C(=O)(O)/C=C/C1=NC=2N(C(N(C(C2N1C)=O)C)=O)C (8-(trans-2-Carboxyvinyl)-1,3,7-trimethylxanthine). The reactants are C(C)(C)(C)OC(=O)/C=C/C1=NC=2N(C(N(C(C2N1C)=O)C)=O)C (8-(trans-2-tert-Butyloxycarbonylvinyl)-1,3,7-trimethylxanthine), [OH-].[Na+] (sodium hydroxide), 278d, CI NH3. Solvent: CN(C)C=O.O (DMF water). Yield: 49.0%. Procedure details: 8-(trans-2-tert-Butyloxycarbonylvinyl)-1,3,7-trimethylxanthine (76 mg, 238 μmol) was dissolved in 3 ml TFA and stirred for 1 h. After evaporation, the residue was triturated with ether to provide the pure product 8-(trans-2-Carboxyvinyl)-1,3,7-trimethylxanthine (55 mg, 88% yield). mp: 278d °C. 1H NMR DMSO-d6 : d 3.27 (s, 3H, NCH3), 3.44 (s, 3H, NCH3), 4.02 (s, 3H N7CH3), 6.78 (d, 1H, J=15.4 Hz), 7.55 (d, 1H, J=15.4 Hz), 8.4 (br s, 1H, COOH). MS (CI NH3) m/e 265 (MH+). Alternatively, compound 8-(... Reaction SMILES: C([O:5][C:6](/[CH:8]=[CH:9]/[C:10]1[N:18]([CH3:19])[C:17]2[C:16](=[O:20])[N:15]([CH3:21])[C:14](=[O:22])[N:13]([CH3:23])[C:12]=2[N:11]=1)=[O:7])(C)(C)C.[OH-].[Na+]>CN(C=O)C.O>[C:6](/[CH:8]=[CH:9]/[C:10]1[N:18]([CH3:19])[C:17]2[C:16](=[O:20])[N:15]([CH3:21])[C:14](=[O:22])[N:13]([CH3:23])[C:12]=2[N:11]=1)([OH:7])=[O:5] |f:1.2,3.4|. Starting materials: OC1=CC=2C=3C(=C4C(=C(C3NC2C=C1)C)C=CN=C4)C (9-hydroxy-5,11-dimethyl-6H-pyrido[4,3-b]carbazole), C(C)(=O)OC(C)=O (acetic anhydride), C(=O)(O)[O-].[Na+] (NaHCO3). Solvent: C(C)(=O)Cl (acetyl chloride). Conditions: time 10 minute. Product: C(C)(=O)OC1=CC=2C=3C(=C4C(=C(C3NC2C=C1)C)C=CN=C4)C (9-acetoxy-5,11-dimethyl-6H-pyrido[4,3-b]carbazole). The yield is 75.0%. RXN SMILES: [OH:1][C:2]1[CH:14]=[CH:13][C:12]2[NH:11][C:10]3[C:9]([CH3:15])=[C:8]4[CH:16]=[CH:17][N:18]=[CH:19][C:7]4=[C:6]([CH3:20])[C:5]=3[C:4]=2[CH:3]=1.C([O-])(O)=O.[Na+].[C:26](OC(=O)C)(=[O:28])[CH3:27]>C(Cl)(=O)C>[C:26]([O:1][C:2]1[CH:14]=[CH:13][C:12]2[NH:11][C:10]3[C:9]([CH3:15])=[C:8]4[CH:16]=[CH:17][N:18]=[CH:19][C:7]4=[C:6]([CH3:20])[C:5]=3[C:4]=2[CH:3]=1)(=[O:28])[CH3:27] |f:1.2|. Procedure details: A solution of 9-hydroxy-5,11-dimethyl-6H-pyrido[4,3-b]carbazole (10 g.) in acetic anhydride (75 ml.) and acetyl chloride (25 ml.) was stirred at room temperature for 2 hours. The reaction mixture was poured into excess NaHCO3 solution and stirred for 10 minutes. The resulting precipitate was removed by filtration and was washed well with water. The dried solids (10 g.; 86%) were dissolved in tetrahydrofuran and the solution was charcoaled. Crystallization from tetrahydrofuran-ethyl acetate mixtu...